This data is from the Open Reaction Database (ORD), a public repository of structured organic reaction records. The task is: describe an organic reaction: reactants, conditions, products, and yield Starting materials: CC1(c2cc(Br)ccc2O)CCCCC1, COS(=O)(=O)OC, CCO, CC(C)=O, [K+], [K+], O=C([O-])[O-], O. The product is COc1ccc(Br)cc1C1(C)CCCCC1. Reaction SMILES: [CH3:1][C:2]1([c:8]2[c:9]([OH:15])[cH:10][cH:11][c:12]([Br:14])[cH:13]2)[CH2:3][CH2:4][CH2:5][CH2:6][CH2:7]1.[CH3:22][O:23][S:24]([O:25][CH3:26])(=[O:27])=[O:28].[CH3:29][CH2:30][OH:31].[CH3:32][C:33](=[O:34])[CH3:35].[K+:16].[K+:17].[O-:18][C:19]([O-:20])=[O:21].[OH2:36]>>[CH3:1][C:2]1([c:8]2[c:9]([O:15][CH3:19])[cH:10][cH:11][c:12]([Br:14])[cH:13]2)[CH2:3][CH2:4][CH2:5][CH2:6][CH2:7]1.